From a dataset of the Open Reaction Database (ORD), a public repository of structured organic reaction records. describe an organic reaction: reactants, conditions, products, and yield Starting materials: C(C)(C)(C)OC(N(C)CCNC=1C=CC=2N(N1)C(=CN2)Br)=O ([2-(3-bromo-imidazo[1,2-b]pyridazin-6-ylamino)-ethyl]-methyl-carbamic acid tert-butyl ester), C1(=CC=CC=C1)B(O)O (phenylboronic acid), O.[O-]P(=O)([O-])[O-].[K+].[K+].[K+] (potassium phosphate tribasic monohydrate), ClCCl (dichloromethane). The reagents and catalysts are C1=CC=C(C=C1)P([C-]2C=CC=C2)C3=CC=CC=C3.C1=CC=C(C=C1)P([C-]2C=CC=C2)C3=CC=CC=C3.Cl[Pd]Cl.[Fe+2] ([1,1′-bis(diphenylphosphino)ferrocene]dichloropalladium(II)). The solvent is C(C)(=O)OCC.CCCCCCC (ethyl acetate heptane), O (water), COCCOC (1,2-dimethoxyethane). The product is C(C)(C)(C)OC(N(CCNC=1C=CC=2N(N1)C(=CN2)C2=CC=CC=C2)C)=O (Methyl-[2-(3-phenyl-imidazo[1,2-b]pyridazin-6-ylamino)-ethyl]-carbamic acid tert-butyl ester). As a reaction SMILES: [C:1]([O:5][C:6](=[O:22])[N:7]([CH2:9][CH2:10][NH:11][C:12]1[CH:13]=[CH:14][C:15]2[N:16]([C:18](Br)=[CH:19][N:20]=2)[N:17]=1)[CH3:8])([CH3:4])([CH3:3])[CH3:2].[C:23]1(B(O)O)[CH:28]=[CH:27][CH:26]=[CH:25][CH:24]=1.O.[O-]P([O-])([O-])=O.[K+].[K+].[K+].ClCCl>O.COCCOC.C1C=CC(P(C2C=CC=CC=2)[C-]2C=CC=C2)=CC=1.C1C=CC(P(C2C=CC=CC=2)[C-]2C=CC=C2)=CC=1.Cl[Pd]Cl.[Fe+2].C(OCC)(=O)C.CCCCCCC>[C:1]([O:5][C:6](=[O:22])[N:7]([CH3:8])[CH2:9][CH2:10][NH:11][C:12]1[CH:13]=[CH:14][C:15]2[N:16]([C:18]([C:23]3[CH:28]=[CH:27][CH:26]=[CH:25][CH:24]=3)=[CH:19][N:20]=2)[N:17]=1)([CH3:4])([CH3:3])[CH3:2] |f:2.3.4.5.6,10.11.12.13,14.15|. Reported procedure: Methyl-[2-(3-phenyl-imidazo[1,2-b]pyridazin-6-ylamino)-ethyl]-carbamic acid tert-butyl ester was prepared similarly to the procedure for example 5.6.60 from [2-(3-bromo-imidazo[1,2-b]pyridazin-6-ylamino)-ethyl]-methyl-carbamic acid tert-butyl ester (370.3 mg, 1.0 mmol), phenylboronic acid [98-80-6] (146.4 mg, 1.2 mmol), potassium phosphate tribasic monohydrate [27176-10-9] (460.2 mg, 2.0 mmol), and [1,1′-bis(diphenylphosphino)ferrocene]dichloropalladium(II), complex with dichloromethane [95464-0... The reactants are C1COCCO1, COc1cnc2ccc(=O)n(CCN3CCOC(CNC(=O)OC(C)(C)C)C3)c2c1, ClCCl, Cl, O=C([O-])[O-]. The product is COc1cnc2ccc(=O)n(CCN3CCOC(CN)C3)c2c1. RXN SMILES: [CH2:32]1[O:33][CH2:34][CH2:35][O:36][CH2:37]1.[CH3:1][O:2][c:3]1[cH:4][n:5][c:6]2[cH:7][cH:8][c:9](=[O:30])[n:10]([CH2:13][CH2:14][N:15]3[CH2:16][CH:17]([CH2:21][NH:22][C:23](=[O:24])[O:25][C:26]([CH3:27])([CH3:28])[CH3:29])[O:18][CH2:19][CH2:20]3)[c:11]2[cH:12]1.[Cl:42][CH2:43][Cl:44].[ClH:31].[O-:38][C:39](=[O:40])[O-:41]>>[CH3:1][O:2][c:3]1[cH:4][n:5][c:6]2[cH:7][cH:8][c:9](=[O:30])[n:10]([CH2:13][CH2:14][N:15]3[CH2:16][CH:17]([CH2:21][NH2:22])[O:18][CH2:19][CH2:20]3)[c:11]2[cH:12]1. Starting materials: N1(CCOCC1)C(=O)N1CC(CC(C1)C1=CC=C(C=C1)OC(F)(F)F)C(=O)O (1-(Morpholin-4-ylcarbonyl)-5-[4-(trifluoromethoxy)phenyl]piperidine-3-carboxylic acid), ON=C(N)C1=C(C=CC=C1)C (N′-hydroxy-2-methylbenzenecarboximidamide). The product is CC1=C(C=CC=C1)C1=NOC(=N1)C1CN(CC(C1)C1=CC=C(C=C1)OC(F)(F)F)C(=O)N1CCOCC1 (4-({3-[3-(2-Methylphenyl)-1,2,4-oxadiazol-5-yl]-5-[4-(trifluoromethoxy)phenyl]piperidin-1-yl}carbonyl)morpholine). RXN SMILES: [N:1]1([C:7]([N:9]2[CH2:14][CH:13]([C:15]3[CH:20]=[CH:19][C:18]([O:21][C:22]([F:25])([F:24])[F:23])=[CH:17][CH:16]=3)[CH2:12][CH:11]([C:26]([OH:28])=O)[CH2:10]2)=[O:8])[CH2:6][CH2:5][O:4][CH2:3][CH2:2]1.O[N:30]=[C:31]([C:33]1[CH:38]=[CH:37][CH:36]=[CH:35][C:34]=1[CH3:39])[NH2:32]>>[CH3:39][C:34]1[CH:35]=[CH:36][CH:37]=[CH:38][C:33]=1[C:31]1[N:32]=[C:26]([CH:11]2[CH2:12][CH:13]([C:15]3[CH:20]=[CH:19][C:18]([O:21][C:22]([F:23])([F:25])[F:24])=[CH:17][CH:16]=3)[CH2:14][N:9]([C:7]([N:1]3[CH2:6][CH2:5][O:4][CH2:3][CH2:2]3)=[O:8])[CH2:10]2)[O:28][N:30]=1. Reported procedure: 80 mg (0.20 mmol) of 1-(morpholin-4-ylcarbonyl)-5-[4-(trifluoromethoxy)phenyl]piperidine-3-carboxylic acid (Example 44A) and 33 mg (0.22 mmol, 1.1 eq.) of N′-hydroxy-2-methylbenzenecarboximidamide were reacted according to the General Method 1. Yield: 14 mg (13% of theory)